This data is from the Open Reaction Database (ORD), a public repository of structured organic reaction records. The task is: describe an organic reaction: reactants, conditions, products, and yield The reactants are solid, Cl.Cl.Cl.O1CCC=2C1=C(N=CC2)N2CCN(CC2)CC[C@@H]2CC[C@H](CC2)N (trans-4-{2-[4-(2,3-dihydro-furo[2,3-c]pyridin-7-yl)-piperazin-1-yl]-ethyl}-cyclohexylamine trihydrochloride), Cl.Cl.Cl.O1CCC=2C1=C(N=CC2)N2CCN(CC2)CC[C@@H]2CC[C@H](CC2)N (trans-4-{2-[4-(2,3-dihydro-furo[2,3-c]pyridin-7-yl)-piperazin-1-yl]-ethyl}-cyclohexylamine trihydrochloride), FC([C@@H](CC(=O)O)O)(F)F ((R)-4,4,4-trifluoro-3-hydroxybutanoic acid). Product: O1CCC=2C1=C(N=CC2)N2CCN(CC2)CC[C@@H]2CC[C@H](CC2)NC(C[C@H](C(F)(F)F)O)=O (trans-(R)—N-(4-{2-[4-(2,3-Dihydro-furo[2,3-c]pyridin-7-yl)-piperazin-1-yl]-ethyl}-cyclohexyl)-4,4,4-trifluoro-3-hydroxy-butyramide). Reaction SMILES: Cl.Cl.Cl.[O:4]1[C:8]2=[C:9]([N:13]3[CH2:18][CH2:17][N:16]([CH2:19][CH2:20][C@H:21]4[CH2:26][CH2:25][C@H:24]([NH2:27])[CH2:23][CH2:22]4)[CH2:15][CH2:14]3)[N:10]=[CH:11][CH:12]=[C:7]2[CH2:6][CH2:5]1.[F:28][C:29]([F:37])([F:36])[C@H:30]([OH:35])[CH2:31][C:32](O)=[O:33]>>[O:4]1[C:8]2=[C:9]([N:13]3[CH2:18][CH2:17][N:16]([CH2:19][CH2:20][C@H:21]4[CH2:26][CH2:25][C@H:24]([NH:27][C:32](=[O:33])[CH2:31][C@@H:30]([OH:35])[C:29]([F:37])([F:36])[F:28])[CH2:23][CH2:22]4)[CH2:15][CH2:14]3)[N:10]=[CH:11][CH:12]=[C:7]2[CH2:6][CH2:5]1 |f:0.1.2.3|. Reported procedure: The title compound, white solid (133 mg, 94%), MS (ISP) m/z=471.5 [(M+H)+], mp 214.5° C., was prepared in accordance with the general method of example 6 from trans-4-{2-[4-(2,3-dihydro-furo[2,3-c]pyridin-7-yl)-piperazin-1-yl]-ethyl}-cyclohexylamine trihydrochloride (intermediate B) (110 mg, 0.25 mmol) and (R)-4,4,4-trifluoro-3-hydroxybutanoic acid. The reactants are C(C)(=O)OC=1C=C2C(CC(OC2=CC1C(C)(C)C)(C)COC1=CC=C(C=C1)CC(C(=O)OCC)Cl)=O (ethyl 3-[4-(6-acetoxy-7-t-butyl-2-methyl-4-oxochroman-2-ylmethoxy)phenyl]-2-chloropropionate), NC(=S)N (thiourea), S1(=O)(=O)CCCC1 (sulfolane), Cl (hydrochloric acid). Run in C(C)(=O)OCC (Ethyl acetate), O (water), COCCO (ethylene glycol monomethyl ether). As a reaction SMILES: C([O:4][C:5]1[CH:6]=[C:7]2[C:12](=[CH:13][C:14]=1[C:15]([CH3:18])([CH3:17])[CH3:16])[O:11][C:10]([CH2:20][O:21][C:22]1[CH:27]=[CH:26][C:25]([CH2:28][CH:29](Cl)[C:30](OCC)=[O:31])=[CH:24][CH:23]=1)([CH3:19])[CH2:9][C:8]2=[O:36])(=O)C.[NH2:37][C:38](N)=[S:39].S1(CCCC1)(=O)=[O:42].Cl>C(OCC)(=O)C.O.COCCO>[C:15]([C:14]1[CH:13]=[C:12]2[C:7]([C:8](=[O:36])[CH2:9][C:10]([CH2:20][O:21][C:22]3[CH:23]=[CH:24][C:25]([CH2:28][CH:29]4[S:39][C:38](=[O:42])[NH:37][C:30]4=[O:31])=[CH:26][CH:27]=3)([CH3:19])[O:11]2)=[CH:6][C:5]=1[OH:4])([CH3:18])([CH3:16])[CH3:17]. Yields the product C(C)(C)(C)C1=C(C=C2C(CC(OC2=C1)(C)COC1=CC=C(CC2C(NC(S2)=O)=O)C=C1)=O)O (5-[4-(7-t-butyl-6-hydroxy-2-methyl-4-oxochroman-2-ylmethoxy)benzyl]thiazolidine-2,4-dione). Procedure details: In a similar manner to Example 22, a mixture of 291 mg of ethyl 3-[4-(6-acetoxy-7-t-butyl-2-methyl-4-oxochroman-2-ylmethoxy)phenyl]-2-chloropropionate (prepared as described in Preparation 49), 64 mg of thiourea and 1 ml of sulfolane was heated. 5 ml of ethylene glycol monomethyl ether, 1 ml of concentrated hydrochloric acid and 2 ml of water were added, and the resulting mixture was further heated under reflux for 6 hours. Ethyl acetate was then added to the reaction mixture, and the resulting ... Reactants: BrB(Br)Br, ClCCl, COc1ccc(-c2coc3cc(OCC(O)CNCc4cccc(C(F)(F)F)c4)ccc3c2=O)cc1. The product is O=c1c(-c2ccc(O)cc2)coc2cc(OCC(O)CNCc3cccc(C(F)(F)F)c3)ccc12. Reaction SMILES: [B:37]([Br:38])([Br:39])[Br:40].[CH2:41]([Cl:42])[Cl:43].[OH:1][CH:2]([CH2:3][O:4][c:5]1[cH:6][cH:7][c:8]2[c:9](=[O:23])[c:10](-[c:15]3[cH:16][cH:17][c:18]([O:21][CH3:22])[cH:19][cH:20]3)[cH:11][o:12][c:13]2[cH:14]1)[CH2:24][NH:25][CH2:26][c:27]1[cH:28][c:29]([C:33]([F:34])([F:35])[F:36])[cH:30][cH:31][cH:32]1>>[OH:1][CH:2]([CH2:3][O:4][c:5]1[cH:6][cH:7][c:8]2[c:9](=[O:23])[c:10](-[c:15]3[cH:16][cH:17][c:18]([OH:21])[cH:19][cH:20]3)[cH:11][o:12][c:13]2[cH:14]1)[CH2:24][NH:25][CH2:26][c:27]1[cH:28][c:29]([C:33]([F:34])([F:35])[F:36])[cH:30][cH:31][cH:32]1. The reactants are OC(CCC)C1=CC(=NO1)C1=CC=CC=C1 (5-(1-hydroxybutyl)-3-phenylisoxazole), aqueous solution, Cl[O-].[Na+] (sodium hypochlorite), N1=CC=CC=C1 (pyridine), Cl (hydrochloric acid). The solvent is ClCCl (dichloromethane). Run at temperature 20 celsius. The product is C(CCC)(=O)C1=CC(=NO1)C1=CC=CC=C1 (5-butyryl-3-phenylisoxazole). RXN SMILES: [OH:1][CH:2]([C:6]1[O:10][N:9]=[C:8]([C:11]2[CH:16]=[CH:15][CH:14]=[CH:13][CH:12]=2)[CH:7]=1)[CH2:3][CH2:4][CH3:5].Cl[O-].[Na+].N1C=CC=CC=1.Cl>ClCCl>[C:2]([C:6]1[O:10][N:9]=[C:8]([C:11]2[CH:16]=[CH:15][CH:14]=[CH:13][CH:12]=2)[CH:7]=1)(=[O:1])[CH2:3][CH2:4][CH3:5] |f:1.2|. Reported procedure: In 12.5 ml of dichloromethane, 4.4 g (20 mmol) of 5-(1-hydroxybutyl)-3-phenylisoxazole were dissolved. While the solution was being stirred, 35.2 g (60 mmol) of a 12.7% aqueous solution of sodium hypochlorite were added dropwise to the solution. Next, a liquid mixture which had been obtained by adding 0.48 g (6.1 mmol) of pyridine to 1.0 ml of 6N hydrochloric acid) was added dropwise over 1 hour and the reaction temperature was maintained at 20° C. After completion of the reaction, the organic l... Reactants: CCOC(C)=O, CCCCCC, [OH-], [OH-], CNC(=O)C=Cc1c(O)ccc2cc(-c3cccc(O)c3)ccc12, [Pd+2]. The product is CNC(=O)CCc1c(O)ccc2cc(-c3cccc(O)c3)ccc12. As a reaction SMILES: [C:25]([O:26][CH2:27][CH3:28])(=[O:29])[CH3:30].[CH3:31][CH2:32][CH2:33][CH2:34][CH2:35][CH3:36].[OH-:37].[OH-:38].[OH:1][c:2]1[c:3]([CH:19]=[CH:20][C:21](=[O:22])[NH:23][CH3:24])[c:4]2[cH:5][cH:6][c:7](-[c:12]3[cH:13][c:14]([OH:18])[cH:15][cH:16][cH:17]3)[cH:8][c:9]2[cH:10][cH:11]1.[Pd+2:39]>>[OH:1][c:2]1[c:3]([CH2:19][CH2:20][C:21](=[O:22])[NH:23][CH3:24])[c:4]2[cH:5][cH:6][c:7](-[c:12]3[cH:13][c:14]([OH:18])[cH:15][cH:16][cH:17]3)[cH:8][c:9]2[cH:10][cH:11]1. Yields the product CC(C)Cc1ccc(C(C)C(=N)NO)cc1. The reactants are CC(C)Cc1ccc(C(C)C#N)cc1, CCO, CC(C)(C)[O-], Cl, NO, [Na+]. RXN SMILES: [CH2:10]([CH:11]([CH3:12])[CH3:13])[c:14]1[cH:15][cH:16][c:17]([CH:20]([C:21]#[N:22])[CH3:23])[cH:18][cH:19]1.[CH2:24]([OH:25])[CH3:26].[CH3:4][C:5]([CH3:6])([O-:7])[CH3:8].[ClH:1].[NH2:2][OH:3].[Na+:9]>>[NH:2]([OH:3])[C:21]([CH:20]([c:17]1[cH:16][cH:15][c:14]([CH2:10][CH:11]([CH3:12])[CH3:13])[cH:19][cH:18]1)[CH3:23])=[NH:22]. The reactants are CC1(OCCO1)C12CC3(CC2CC(C1)C3)CN3S(CCC3)(=O)=O (2-{[3-(2-methyl-1,3-dioxolan-2-yl)tricyclo[3.3.1.03,7]non-1-yl]methyl}isothiazolidine 1,1-dioxide), C1(=CC=C(C=C1)S(=O)(=O)O)C (p-toluenesulfonic acid). Run in CC(=O)C (acetone), CCOC(=O)C (EtOAc). Product: O=S1(N(CCC1)CC12CC3(CC(CC3C1)C2)C(C)=O)=O (1-{1-[(1,1-dioxido isothiazolidin-2-yl)methyl]tricyclo[3.3.1.03,7]non-3-yl}ethanone). The yield is 92.5%. RXN SMILES: [CH3:1][C:2]1([C:7]23[CH2:14][CH:13]4[CH2:15][C:9]([CH2:16][N:17]5[CH2:21][CH2:20][CH2:19][S:18]5(=[O:23])=[O:22])([CH2:10][CH:11]2[CH2:12]4)[CH2:8]3)OCC[O:3]1.C1(C)C=CC(S(O)(=O)=O)=CC=1>CC(C)=O.CCOC(C)=O>[O:22]=[S:18]1(=[O:23])[CH2:19][CH2:20][CH2:21][N:17]1[CH2:16][C:9]12[CH2:15][CH:13]3[CH2:12][CH:11]([CH2:10]1)[C:7]([C:2](=[O:3])[CH3:1])([CH2:14]3)[CH2:8]2. Procedure: A stirred solution of the compound obtained by Step I (0.68 g, 2.0 mmol) and p-toluenesulfonic acid (38 mg, 0.2 mmol) in acetone (8 mL) was refluxed for 4 h. The reaction mixture was diluted with EtOAc and washed with 10% aq. NaHCO3 and brine, dried over Na2SO4, and the solvent was evaporated under reduced pressure to obtain 1-{1-[(1,1-dioxido isothiazolidin-2-yl)methyl]tricyclo[3.3.1.03,7]non-3-yl}ethanone (0.55 g) in 92% yield as a viscous liquid. Starting materials: C(C)#N (Acetonitrile), BrCCOC1=CC=C(C#N)C=C1 (4-(2-Bromoethoxy)benzonitrile), C(=O)([O-])[O-].[K+].[K+] (K2CO3), Cl.C12CN(CC(CC1)N2)C(=O)OC(C)(C)C (tert-Butyl 3,8-diazabicyclo[3.2.1]octane-3-carboxylate hydrochloride). Run in O.C(Cl)(Cl)Cl (H2O CHCl3). The product is C(#N)C1=CC=C(OCCN2C3CN(CC2CC3)C(=O)OC(C)(C)C)C=C1 (tert-Butyl 8-[2-(4-cyanophenoxy)ethyl]-3,8-diazabicyclo[3.2.1]octane-3-carboxylate). Reaction SMILES: Cl.[CH:2]12[NH:9][CH:6]([CH2:7][CH2:8]1)[CH2:5][N:4]([C:10]([O:12][C:13]([CH3:16])([CH3:15])[CH3:14])=[O:11])[CH2:3]2.C(#N)C.Br[CH2:21][CH2:22][O:23][C:24]1[CH:31]=[CH:30][C:27]([C:28]#[N:29])=[CH:26][CH:25]=1.C([O-])([O-])=O.[K+].[K+]>O.C(Cl)(Cl)Cl>[C:28]([C:27]1[CH:30]=[CH:31][C:24]([O:23][CH2:22][CH2:21][N:9]2[CH:6]3[CH2:7][CH2:8][CH:2]2[CH2:3][N:4]([C:10]([O:12][C:13]([CH3:16])([CH3:15])[CH3:14])=[O:11])[CH2:5]3)=[CH:25][CH:26]=1)#[N:29] |f:0.1,4.5.6,7.8|. Reported procedure: tert-Butyl 3,8-diazabicyclo[3.2.1]octane-3-carboxylate hydrochloride (1.36 g, 5.5 mmol; see Preparation A) was dissolved in H2O/CHCl3/saturated K2CO3 solution (40:40:5) and the resulting mixture was shaken. The phases were separated, dried and evaporated giving 1.1 g (100%), of the free base. Acetonitrile (100 mL), 4-(2-bromoethoxy)benzonitrile (1.49 g, 6.6 mmol; from step (a) above) and K2CO3 (2.4 g, 17.5 mmol) were added. The mixture was stirred at 70° C. for 24 h, the solids were filtered off... Starting materials: [N+](=O)([O-])C=1C=C(C(=O)Cl)C=CC1 (3-nitrobenzoyl chloride), C=1C=CN2C=CC=CC12 (indolizine), C(C)(=O)OCC (ethyl acetate), O (water). Run in ClCCl (dichloromethane). Conditions: time 30 minute. The product is [N+](=O)([O-])C=1C=C(C(=O)C2=CC=C3C=CC=CN23)C=CC1 (3-(3-nitrobenzoyl)indolizine). The yield is 69.9%. RXN SMILES: [N+:1]([C:4]1[CH:5]=[C:6]([CH:10]=[CH:11][CH:12]=1)[C:7](Cl)=[O:8])([O-:3])=[O:2].[CH:13]1[CH:14]=[CH:15][N:16]2[C:21]=1[CH:20]=[CH:19][CH:18]=[CH:17]2.C(OCC)(=O)C.O>ClCCl>[N+:1]([C:4]1[CH:5]=[C:6]([CH:10]=[CH:11][CH:12]=1)[C:7]([C:15]1[N:16]2[C:21]([CH:20]=[CH:19][CH:18]=[CH:17]2)=[CH:13][CH:14]=1)=[O:8])([O-:3])=[O:2]. Reported procedure: A mixture of 3-nitrobenzoyl chloride (4.50 g) and indolizine (2.84 g) in dichloromethane (30 ml) was stirred at room temperature for 30 minutes. The reaction mixture was poured into a mixture of ethyl acetate and water. The organic phase was separated, washed with brine, dried over magnesium sulfate and concentrated. The resultant solid was collected and washed with ethyl acetate to give 3-(3-nitrobenzoyl)indolizine (4.51 g).